The task is: describe an organic reaction: reactants, conditions, products, and yield. This data is from the Open Reaction Database (ORD), a public repository of structured organic reaction records. Reactants: ClC1=C(C2=C(OCC1)C=CC=C2)C=O (4-chloro-2,3-dihydro-benzo[b]oxepine-5-carbaldehyde), SCC(=O)OCC (ethyl 2-mercaptoacetate), C([O-])([O-])=O.[K+].[K+] (potassium carbonate). Solvent: CN(C=O)C (dimethyl formamide), O (water), C(C)(=O)OCC (ethyl acetate). Run at time 30 minute. Product: C(C)OC(=O)C=1SC=2CCOC3=C(C2C1)C=CC=C3 (4,5-dihydro-6-oxa-3-thia-benzo[e]azulene-2-carboxylic acid ethyl ester). As a reaction SMILES: Cl[C:2]1[CH2:8][CH2:7][O:6][C:5]2[CH:9]=[CH:10][CH:11]=[CH:12][C:4]=2[C:3]=1[CH:13]=O.[SH:15][CH2:16][C:17]([O:19][CH2:20][CH3:21])=[O:18].C(=O)([O-])[O-].[K+].[K+]>CN(C)C=O.O.C(OCC)(=O)C>[CH2:20]([O:19][C:17]([C:16]1[S:15][C:2]2[CH2:8][CH2:7][O:6][C:5]3[CH:9]=[CH:10][CH:11]=[CH:12][C:4]=3[C:3]=2[CH:13]=1)=[O:18])[CH3:21] |f:2.3.4|. Reported procedure: To a solution of 4-chloro-2,3-dihydro-benzo[b]oxepine-5-carbaldehyde (605 mg, 5.8 mmol) in dimethyl formamide (8 ml) at 0° C., was added ethyl 2-mercaptoacetate (640 μl, 5.8 mmol) and potassium carbonate (800 mg, 5.8 mmol). The reaction mixture was stirred at room temperature for 30 minutes and then at 70° C. for 2 hours. The reaction mixture was cooled and diluted with water and ethyl acetate, and the organic phase was washed with brine, dried (MgSO4), and concentrated in-vacuo. Purification on... Starting materials: [N+](=O)([O-])C1=CC=C(OC2=CC=C(C(C)(C)C3=CC(=CC=C3)C(C3=CC=C(C=C3)OC3=CC=C(C=C3C(F)(F)F)[N+](=O)[O-])(C)C)C=C2)C(=C1)C(F)(F)F (1,3-bis[4-(4-nitro-6-trifluoromethylphenoxy)-α, α-dimethylbenzyl]benzene), [H][H] (hydrogen). Reagents/catalysts: [Pd] (Pd). Solvent: COCCO (methyl cellosolve). Product: NC1=CC=C(OC2=CC=C(C(C)(C)C3=CC(=CC=C3)C(C3=CC=C(C=C3)OC3=CC=C(C=C3C(F)(F)F)N)(C)C)C=C2)C(=C1)C(F)(F)F (1,3-bis[4-(4-amino-6-trifluoromethylphenoxy)-α, α-dimethylbenzyl]benzene). The yield is 89.1%. As a reaction SMILES: [N+:1]([C:4]1[CH:48]=[C:47]([C:49]([F:52])([F:51])[F:50])[C:7]([O:8][C:9]2[CH:46]=[CH:45][C:12]([C:13]([C:16]3[CH:21]=[CH:20][CH:19]=[C:18]([C:22]([CH3:44])([CH3:43])[C:23]4[CH:28]=[CH:27][C:26]([O:29][C:30]5[C:35]([C:36]([F:39])([F:38])[F:37])=[CH:34][C:33]([N+:40]([O-])=O)=[CH:32][CH:31]=5)=[CH:25][CH:24]=4)[CH:17]=3)([CH3:15])[CH3:14])=[CH:11][CH:10]=2)=[CH:6][CH:5]=1)([O-])=O.[H][H]>[Pd].COCCO>[NH2:40][C:33]1[CH:34]=[C:35]([C:36]([F:37])([F:38])[F:39])[C:30]([O:29][C:26]2[CH:27]=[CH:28][C:23]([C:22]([C:18]3[CH:19]=[CH:20][CH:21]=[C:16]([C:13]([CH3:14])([CH3:15])[C:12]4[CH:11]=[CH:10][C:9]([O:8][C:7]5[C:47]([C:49]([F:50])([F:51])[F:52])=[CH:48][C:4]([NH2:1])=[CH:5][CH:6]=5)=[CH:46][CH:45]=4)[CH:17]=3)([CH3:44])[CH3:43])=[CH:24][CH:25]=2)=[CH:31][CH:32]=1. Reported procedure: Successively, to a reduction vessel equipped with a thermometer, reflux condenser and stirrer, 90 g (0.124 mol) of 1,3-bis[4-(4-nitro-6-trifluoromethylphenoxy)-α, α-dimethylbenzyl]benzene, 500 ml of methyl cellosolve and 5 g of 5%-Pd/c having a moisture content of 50% were charged and reacted at 70°~80° C. for 4 hours in a hydrogen atmosphere. After finishing the reaction, the catalyst was filtered off and the filtrate was concentrated under reduced pressure to obtain 73.4 g (89% yield) of 1,3-b... Reactants: C1NCC23C1C1=C(C(=C4C2=CC=CC4)C3)C=CC=C1 (2,3,7,12b-tetrahydro-1H-3a,8-methanodibenzo[3,4:6,7]cyclohepta[1,2-c]pyrrole), [O-2].[Mg+2] (magnesium oxide), C1(CC1)C(=O)Cl (cyclopropanecarbonyl chloride). Conditions: time 8 hour. The product is C1(CC1)CN1CC2C3(C1)C1=C(C(C4=C2C=CC=C4)C3)C=CC=C1 (2-cyclopropylmethyl-2,3,8,12b-tetrahydro-1H-3a, 8-methanodibenzo[3,4:6,7]cyclohepta[1,2-c]pyrrole). Isolated yield 82.7%. As a reaction SMILES: [CH2:1]1[CH:5]2[C:6]3[CH:19]=[CH:18][CH:17]=[CH:16][C:7]=3[C:8]3[CH2:15][C:4]2([C:10]2=[CH:11][CH:12]=[CH:13][CH2:14][C:9]=32)[CH2:3][NH:2]1.[O-2].[Mg+2].[CH:22]1([C:25](Cl)=O)[CH2:24][CH2:23]1>>[CH:22]1([CH2:25][N:2]2[CH2:3][C:4]34[CH2:15][CH:8]([C:7]5[CH:16]=[CH:17][CH:18]=[CH:19][C:6]=5[CH:5]3[CH2:1]2)[C:9]2[CH:14]=[CH:13][CH:12]=[CH:11][C:10]4=2)[CH2:24][CH2:23]1 |f:1.2|. Reported procedure: To a slurry of 1.34 g of 2,3,7,12b-tetrahydro-1H-3a,8-methanodibenzo[3,4:6,7]cyclohepta[1,2-c]pyrrole Example 3) and 3 g of magnesium oxide is added 0.93 g of cyclopropanecarbonyl chloride, and the mixture is stirred at room temperature overnight. The filtered mixture is concentrated; the residue is dissolved in methylene chloride, and the solution is washed with base, dried, and concentrated. The residue is heated under reflux with 0.57 g of lithium aluminum hydride in tetrahydrofuran overnight... The reactants are Cl (HCl), N1C2C(CCC1)C=1C=C(C=CC1C2)C#N (2,3,4,4a,9,9a-hexahydro-1H-indeno[2,1-b]pyridine-6-carbonitrile), C(C1=CC=CC=C1)(=O)[C@@]([C@@](C(=O)O)(O)C(C1=CC=CC=C1)=O)(O)C(=O)O (di-benzoyl-d-tartaric acid). Yields the product N1[C@@H]2[C@H](CCC1)C=1C=C(C=CC1C2)C#N ((4aR,9aS)-2,3,4,4a,9,9a-hexahydro-1H-indeno[2,1-b]pyridine-6-carbonitrile). As a reaction SMILES: Cl.[NH:2]1[CH2:7][CH2:6][CH2:5][CH:4]2[C:8]3[CH:9]=[C:10]([C:15]#[N:16])[CH:11]=[CH:12][C:13]=3[CH2:14][CH:3]12.C([C@](C(O)=O)(O)[C@](C(=O)C1C=CC=CC=1)(O)C(O)=O)(=O)C1C=CC=CC=1>>[NH:2]1[CH2:7][CH2:6][CH2:5][C@@H:4]2[C:8]3[CH:9]=[C:10]([C:15]#[N:16])[CH:11]=[CH:12][C:13]=3[CH2:14][C@H:3]12. Procedure: reacting the HCl salt of 2,3,4,4a,9,9a-hexahydro-1H-indeno[2,1-b]pyridine-6-carbonitrile with base followed by di-benzoyl-d-tartaric acid to provide (4aR,9aS)-2,3,4,4a,9,9a-hexahydro-1H-indeno[2,1-b]pyridine-6-carbonitrile.½ D-DTBA: